From a dataset of the Open Reaction Database (ORD), a public repository of structured organic reaction records. describe an organic reaction: reactants, conditions, products, and yield The reactants are CC(C)(C)OC(=O)N(CCCCC#N)OCc1ccccc1, C1COCCO1, Cl. Product: N=C1CCCCN1OCc1ccccc1, Cl. Reaction SMILES: [CH2:1]([c:2]1[cH:3][cH:4][cH:5][cH:6][cH:7]1)[O:8][N:9]([C:10](=[O:11])[O:12][C:13]([CH3:14])([CH3:15])[CH3:16])[CH2:17][CH2:18][CH2:19][CH2:20][C:21]#[N:22].[CH2:24]1[O:25][CH2:26][CH2:27][O:28][CH2:29]1.[ClH:23]>>[CH2:1]([c:2]1[cH:3][cH:4][cH:5][cH:6][cH:7]1)[O:8][N:9]1[CH2:17][CH2:18][CH2:19][CH2:20][C:21]1=[NH:22].[ClH:23]. Reactants: C12CC(CCC2C1)C=O (bicyclo[4.1.0]heptane-3-carbaldehyde), NO (hydroxylamine). Product: C12CC(CCC2C1)C=NO (Bicyclo[4.1.0]heptane-3-carbaldehyde oxime). Reaction SMILES: [CH:1]12[CH2:7][CH:6]1[CH2:5][CH2:4][CH:3]([CH:8]=O)[CH2:2]2.[NH2:10][OH:11]>>[CH:1]12[CH2:7][CH:6]1[CH2:5][CH2:4][CH:3]([CH:8]=[N:10][OH:11])[CH2:2]2. Procedure details: Bicyclo[4.1.0]heptane-3-carbaldehyde oxime (I-12D) was prepared by reaction of bicyclo[4.1.0]heptane-3-carbaldehyde and hydroxylamine following the same procol as described for I-6c. MS m/z 140.1 (M+1). Starting materials: OBO, Cc1oc(-c2ccc(Br)cc2)nc1CCN1CCCC1, COc1ccccc1OC. The product is COc1ccc(-c2ccc(-c3nc(CCN4CCCC4)c(C)o3)cc2)cc1OC. As a reaction SMILES: [BH:1]([OH:2])[OH:3].[Br:14][c:15]1[cH:16][cH:17][c:18](-[c:21]2[o:22][c:23]([CH3:33])[c:24]([CH2:26][CH2:27][N:28]3[CH2:29][CH2:30][CH2:31][CH2:32]3)[n:25]2)[cH:19][cH:20]1.[CH3:4][O:5][c:6]1[cH:7][cH:8][cH:9][cH:10][c:11]1[O:12][CH3:13]>>[CH3:4][O:5][c:6]1[cH:7][c:8](-[c:15]2[cH:16][cH:17][c:18](-[c:21]3[o:22][c:23]([CH3:33])[c:24]([CH2:26][CH2:27][N:28]4[CH2:29][CH2:30][CH2:31][CH2:32]4)[n:25]3)[cH:19][cH:20]2)[cH:9][cH:10][c:11]1[O:12][CH3:13]. Starting materials: C1(=CC=CC=C1)[O-].[Na+] (sodium phenolate), COC=1C=CC2=C(C=C(O2)C2=CC=C(C=C2)C=CC2=CC(=CC=C2)C(=O)O)C1 (5-methoxy-2[4-(3-carboxystyryl) phenyl]benzofuran). Product: COC=1C=CC2=C(C=C(O2)C2=CC=C(C=C2)C=CC2=CC(=CC=C2)C(=O)OC2=CC=CC=C2)C1 (5-methoxy-2-[4-(3-carbophenoxystyryl)phenyl]benzofuran). Reaction SMILES: [C:1]1([O-])[CH:6]=[CH:5][CH:4]=[CH:3][CH:2]=1.[Na+].[CH3:9][O:10][C:11]1[CH:12]=[CH:13][C:14]2[O:18][C:17]([C:19]3[CH:24]=[CH:23][C:22]([CH:25]=[CH:26][C:27]4[CH:32]=[CH:31][CH:30]=[C:29]([C:33]([OH:35])=[O:34])[CH:28]=4)=[CH:21][CH:20]=3)=[CH:16][C:15]=2[CH:36]=1>>[CH3:9][O:10][C:11]1[CH:12]=[CH:13][C:14]2[O:18][C:17]([C:19]3[CH:20]=[CH:21][C:22]([CH:25]=[CH:26][C:27]4[CH:32]=[CH:31][CH:30]=[C:29]([C:33]([O:35][C:1]5[CH:6]=[CH:5][CH:4]=[CH:3][CH:2]=5)=[O:34])[CH:28]=4)=[CH:23][CH:24]=3)=[CH:16][C:15]=2[CH:36]=1 |f:0.1|. Procedure details: Following the procedure described in Example 6 above but using sodium phenolate in place of methyl alcohol and 5-methoxy-2[4-(3-carboxystyryl) phenyl]benzofuran instead of 5-chloro-2-[4-(4-carboxystyryl)phenyl]benzofuran, there is obtained as the product 5-methoxy-2-[4-(3-carbophenoxystyryl)phenyl]benzofuran. The reactants are COc1ccc(C(=O)O)cc1OCc1ccccc1, O=S(Cl)Cl. The product is COc1ccc(C(=O)O)cc1OCc1ccccc1, [Cl-]. As a reaction SMILES: [CH2:1]([c:2]1[cH:3][cH:4][cH:5][cH:6][cH:7]1)[O:8][c:9]1[cH:10][c:11]([C:12](=[O:13])[OH:14])[cH:15][cH:16][c:17]1[O:18][CH3:19].[S:20]([Cl:21])([Cl:22])=[O:23]>>[CH2:1]([c:2]1[cH:3][cH:4][cH:5][cH:6][cH:7]1)[O:8][c:9]1[cH:10][c:11]([C:12](=[O:13])[OH:14])[cH:15][cH:16][c:17]1[O:18][CH3:19].[Cl-:22].